From a dataset of the Open Reaction Database (ORD), a public repository of structured organic reaction records. describe an organic reaction: reactants, conditions, products, and yield The reactants are CCOC(=O)c1cc(C(C)(C)C)nn1-c1ccc2c(ccc(=O)n2Cc2ccc(OC)cc2)c1, O=C(O)C(F)(F)F. Yields the product CCOC(=O)c1cc(C(C)(C)C)nn1-c1ccc2[nH]c(=O)ccc2c1. Reaction SMILES: [CH3:1][O:2][c:3]1[cH:4][cH:5][c:6]([CH2:7][n:8]2[c:9](=[O:32])[cH:10][cH:11][c:12]3[cH:13][c:14](-[n:18]4[n:19][c:20]([C:28]([CH3:29])([CH3:30])[CH3:31])[cH:21][c:22]4[C:23](=[O:24])[O:25][CH2:26][CH3:27])[cH:15][cH:16][c:17]23)[cH:33][cH:34]1.[F:35][C:36]([F:37])([F:38])[C:39]([OH:40])=[O:41]>>[nH:8]1[c:9](=[O:32])[cH:10][cH:11][c:12]2[cH:13][c:14](-[n:18]3[n:19][c:20]([C:28]([CH3:29])([CH3:30])[CH3:31])[cH:21][c:22]3[C:23](=[O:24])[O:25][CH2:26][CH3:27])[cH:15][cH:16][c:17]12. Starting materials: C(C)C(CC)C1=CC(=CC(=N1)C(=O)O)C (6-(1-ethyl-propyl)-4-methyl-pyridine-2-carboxylic acid), C(C)C1=C(OC[C@H](CNC(CO)=O)O)C(=CC(=C1)C(NO)=N)C (N—((S)-3-[2-ethyl-4-(N-hydroxycarbamimidoyl)-6-methyl-phenoxy]-2-hydroxy-propyl)-2-hydroxy-acetamide). The product is C(C)C1=C(OC[C@H](CNC(CO)=O)O)C(=CC(=C1)C1=NOC(=N1)C1=NC(=CC(=C1)C)C(CC)CC)C (N—[(S)-3-(2-Ethyl-4-{5-[6-(1-ethyl-propyl)-4-methyl-pyridin-2-yl]-[1,2,4]oxadiazol-3-yl}-6-methyl-phenoxy)-2-hydroxy-propyl]-2-hydroxy-acetamide). The yield is 21.8%. RXN SMILES: [CH2:1]([CH:3]([C:6]1[N:11]=[C:10]([C:12]([OH:14])=O)[CH:9]=[C:8]([CH3:15])[CH:7]=1)[CH2:4][CH3:5])[CH3:2].[CH2:16]([C:18]1[CH:33]=[C:32]([C:34](=[NH:37])[NH:35]O)[CH:31]=[C:30]([CH3:38])[C:19]=1[O:20][CH2:21][C@@H:22]([OH:29])[CH2:23][NH:24][C:25](=[O:28])[CH2:26][OH:27])[CH3:17]>>[CH2:16]([C:18]1[CH:33]=[C:32]([C:34]2[N:37]=[C:12]([C:10]3[CH:9]=[C:8]([CH3:15])[CH:7]=[C:6]([CH:3]([CH2:1][CH3:2])[CH2:4][CH3:5])[N:11]=3)[O:14][N:35]=2)[CH:31]=[C:30]([CH3:38])[C:19]=1[O:20][CH2:21][C@@H:22]([OH:29])[CH2:23][NH:24][C:25](=[O:28])[CH2:26][OH:27])[CH3:17]. Procedure details: The title compound (35 mg) is prepared by coupling and cyclizing 6-(1-ethyl-propyl)-4-methyl-pyridine-2-carboxylic acid (67 mg, 323 μmol) and N—((S)-3-[2-ethyl-4-(N-hydroxycarbamimidoyl)-6-methyl-phenoxy]-2-hydroxy-propyl)-2-hydroxy-acetamide (137 mg, 420 μmol) as described in Example 1; LC-MS*: tR=1.01 min, [M+H]+=497.23; 1H NMR (CDCl3): δ0.85 (t, J=7.5 Hz, 6H), 1.31 (t, J=7.3 Hz, 3H), 1.79 (quint, J=7.0 Hz, 4H), 2.38 (s, 3H), 2.49 (s, 3H), 2.70-2.80 (m, 3H), 3.48-3.56 (m, 2H), 3.75-3.93 (m, 3H... Yields the product C(C)(C)(C)OC(=O)N1CCC(CC1)C1=CC=C(C=C1)C(C)C(=O)OC (4-[4-(1-Methoxycarbonyl-ethyl)-phenyl]-piperidine-1-carboxylic acid tert-butyl ester). Starting materials: C(C)(C)(C)OC(=O)N1CCC(=CC1)C1=CC=C(C=C1)C(C)C(=O)OC (4-[4-(1-Methoxycarbonyl-ethyl)-phenyl]-3,6-dihydro-2H-pyridine-1-carboxylic acid tert-butyl ester). Solvent: CO (methanol). Procedure details: 18.0 g (52.1 mmol) 4-[4-(1-Methoxycarbonyl-ethyl)-phenyl]-3,6-dihydro-2H-pyridine-1-carboxylic acid tert-butyl ester (VII.1) in 400 mL methanol are hydrogenated for 1 h at rt using 5.55 g (5.21 mmol) Pd/C. After that time, the catalyst is filtered off (celite) and the solvent is evaporated. The residue is purified by column chromatography (silica gel; heptane:EtOAc gradient 100:0->60:40). The reagents and catalysts are [Pd] (Pd/C). RXN SMILES: [C:1]([O:5][C:6]([N:8]1[CH2:13][CH:12]=[C:11]([C:14]2[CH:19]=[CH:18][C:17]([CH:20]([C:22]([O:24][CH3:25])=[O:23])[CH3:21])=[CH:16][CH:15]=2)[CH2:10][CH2:9]1)=[O:7])([CH3:4])([CH3:3])[CH3:2]>CO.[Pd]>[C:1]([O:5][C:6]([N:8]1[CH2:9][CH2:10][CH:11]([C:14]2[CH:15]=[CH:16][C:17]([CH:20]([C:22]([O:24][CH3:25])=[O:23])[CH3:21])=[CH:18][CH:19]=2)[CH2:12][CH2:13]1)=[O:7])([CH3:4])([CH3:2])[CH3:3]. The reactants are FC(C=1C=C(OC2=CC=NC3=C(C=CC=C23)N)C=CC1)(F)F (4-(3-(trifluoromethyl)phenoxy)quinolin-8-amine), CCN(C(C)C)C(C)C (DIPEA), ClC1=C(C(=O)O)C=C(C=C1)CNC(C(C)(C)C)=O (2-chloro-5-(pivalamidomethyl)benzoic acid), C(C(=O)Cl)(=O)Cl (oxalyl chloride). Reagents/catalysts: CN(C)C=O (DMF). The solvent is C(Cl)Cl (CH2Cl2). Yields the product ClC1=C(C(=O)NC=2C=CC=C3C(=CC=NC23)OC2=CC(=CC=C2)C(F)(F)F)C=C(C=C1)CNC(C(C)(C)C)=O (2-Chloro-5-(pivalamidomethyl)-N-(4-(3-(trifluoromethyl)phenoxy)quinolin-8-yl)benzamide). The yield is 20.4%. Reaction SMILES: [F:1][C:2]([F:22])([F:21])[C:3]1[CH:4]=[C:5]([CH:18]=[CH:19][CH:20]=1)[O:6][C:7]1[C:16]2[C:11](=[C:12]([NH2:17])[CH:13]=[CH:14][CH:15]=2)[N:10]=[CH:9][CH:8]=1.[Cl:23][C:24]1[CH:32]=[CH:31][C:30]([CH2:33][NH:34][C:35](=[O:40])[C:36]([CH3:39])([CH3:38])[CH3:37])=[CH:29][C:25]=1[C:26](O)=[O:27].C(Cl)(=O)C(Cl)=O.CCN(C(C)C)C(C)C>CN(C=O)C.C(Cl)Cl>[Cl:23][C:24]1[CH:32]=[CH:31][C:30]([CH2:33][NH:34][C:35](=[O:40])[C:36]([CH3:38])([CH3:37])[CH3:39])=[CH:29][C:25]=1[C:26]([NH:17][C:12]1[CH:13]=[CH:14][CH:15]=[C:16]2[C:11]=1[N:10]=[CH:9][CH:8]=[C:7]2[O:6][C:5]1[CH:18]=[CH:19][CH:20]=[C:3]([C:2]([F:1])([F:21])[F:22])[CH:4]=1)=[O:27]. Procedure: The title compound was prepared following the procedure described in Example-1 using 4-(3-(trifluoromethyl)phenoxy)quinolin-8-amine (Intermediate-11, 40 mg, 0.132 mmol), 2-chloro-5-(pivalamidomethyl)benzoic acid (Intermediate-5, 200 mg, 0.743 mmol), oxalyl chloride (140 mg, 1.11 mmol), DMF (1 drop) and DIPEA (52 mg, 0.40 mmol) in CH2Cl2 (5 mL) to afford 15 mg of the title product. 1H NMR (300 MHz, DMSO-d6): δ 10.5 (s, 1H), 9.01 (d, J=7.8 Hz, 1H), 8.60 (d, J=4.8 Hz, 1H), 8.05 (d, J=8.7 Hz, 1H), 7... Starting materials: FC1=CC=C(C#N)C=C1 (4-fluorobenzonitrile), CN1CCNCC1 (1-methylpiperazine). Yields the product CN1CCN(CC1)C1=CC=C(C#N)C=C1 (4-(4-Methyl-1-piperazinyl)benzonitrile). RXN SMILES: F[C:2]1[CH:9]=[CH:8][C:5]([C:6]#[N:7])=[CH:4][CH:3]=1.[CH3:10][N:11]1[CH2:16][CH2:15][NH:14][CH2:13][CH2:12]1>>[CH3:10][N:11]1[CH2:16][CH2:15][N:14]([C:2]2[CH:9]=[CH:8][C:5]([C:6]#[N:7])=[CH:4][CH:3]=2)[CH2:13][CH2:12]1. Procedure: According to a similar manner to that in Reference Example 12, the title compound was synthesized from 4-fluorobenzonitrile and 1-methylpiperazine. Starting materials: CC1=CC=C(C=C1)C=1C(=CC=CC1)C(=O)NC1=CC=C(C(=O)N(C2=C(C=CC=C2)C=CCCCC(=O)O)C)C=C1 (4-(4′-methylbiphenyl-2-carboxamido)-N-methyl-N-[2-(5-carboxy-1-pentenyl)phenyl]benzamide). Reagents/catalysts: [Pd] (palladium on carbon). The solvent is C(C)O (ethanol). The product is CC1=CC=C(C=C1)C=1C(=CC=CC1)C(=O)NC1=CC=C(C(=O)N(C2=C(C=CC=C2)CCCCCC(=O)O)C)C=C1 (4-(4′-methylbiphenyl-2-carboxamido)-N-methyl-N-[2-(5-carboxypentyl)phenyl]benzamide). Yield: 99.6%. As a reaction SMILES: [CH3:1][C:2]1[CH:7]=[CH:6][C:5]([C:8]2[C:9]([C:14]([NH:16][C:17]3[CH:40]=[CH:39][C:20]([C:21]([N:23]([CH3:38])[C:24]4[CH:29]=[CH:28][CH:27]=[CH:26][C:25]=4[CH:30]=[CH:31][CH2:32][CH2:33][CH2:34][C:35]([OH:37])=[O:36])=[O:22])=[CH:19][CH:18]=3)=[O:15])=[CH:10][CH:11]=[CH:12][CH:13]=2)=[CH:4][CH:3]=1>C(O)C.[Pd]>[CH3:1][C:2]1[CH:3]=[CH:4][C:5]([C:8]2[C:9]([C:14]([NH:16][C:17]3[CH:18]=[CH:19][C:20]([C:21]([N:23]([CH3:38])[C:24]4[CH:29]=[CH:28][CH:27]=[CH:26][C:25]=4[CH2:30][CH2:31][CH2:32][CH2:33][CH2:34][C:35]([OH:37])=[O:36])=[O:22])=[CH:39][CH:40]=3)=[O:15])=[CH:10][CH:11]=[CH:12][CH:13]=2)=[CH:6][CH:7]=1. Procedure details: A solution of 4-(4′-methylbiphenyl-2-carboxamido)-N-methyl-N-[2-(5-carboxy-1-pentenyl)phenyl]benzamide (150 mg) in ethanol (10 ml) was shaken under hydrogen atmosphere (3 atm.) in the presence of 10% palladium on carbon (50 mg) for 4 hours. The catalyst was filtered off and the filtrate was evaporated in vacuo and the residue was subjected to silica gel column (29% methanol in chloroform) to give 4-(4′-methylbiphenyl-2-carboxamido)-N-methyl-N-[2-(5-carboxypentyl)phenyl]benzamide (150 mg). Reactants: ClC1=C(OC=2C=C(C=CC2NS(=O)(=O)C)S(=O)(=O)Cl)C=CC(=C1)Cl (3-(2,4-Dichlorophenoxy)-4-methylsulphonylaminobenzene-sulphonic acid chloride), OCN(C)CO (bis(hydroxymethyl)methylamine). Solvent: C(Cl)Cl (CH2Cl2), N1=CC=CC=C1 (pyridine). Run at temperature 0 celsius, time 2 hour. Yields the product OCC(NS(=O)(=O)C1=CC(=C(C=C1)NS(=O)(=O)C)OC1=C(C=C(C=C1)Cl)Cl)CO (3-(2,4-Dichlorophenoxy)-4-methylsulphonylaminobenzene-sulphonic acid bis(hydroxymethyl)methylamide). RXN SMILES: [Cl:1][C:2]1[CH:23]=[C:22]([Cl:24])[CH:21]=[CH:20][C:3]=1[O:4][C:5]1[CH:6]=[C:7]([S:16](Cl)(=[O:18])=[O:17])[CH:8]=[CH:9][C:10]=1[NH:11][S:12]([CH3:15])(=[O:14])=[O:13].OCN([CH2:29][OH:30])C>C(Cl)Cl.N1C=CC=CC=1>[OH:4][CH2:5][CH:10]([CH2:29][OH:30])[NH:11][S:16]([C:7]1[CH:8]=[CH:9][C:10]([NH:11][S:12]([CH3:15])(=[O:14])=[O:13])=[C:5]([O:4][C:3]2[CH:20]=[CH:21][C:22]([Cl:24])=[CH:23][C:2]=2[Cl:1])[CH:6]=1)(=[O:18])=[O:17]. Procedure: 3-(2,4-Dichlorophenoxy)-4-methylsulphonylaminobenzene-sulphonic acid chloride (1.8 g, 2.51 mmol) was dissolved in CH2Cl2 (5 ml) and at 0° C. added dropwise to a solution of bis(hydroxymethyl)methylamine (0.44 g, 4.8 mmol) in pyridine (20 ml). The mixture was stirred for 2 hours at 0° C. and then evaporated down. The residue was dried in vacuo and purified by chromatography (silica gel, chloroform/MeOH 19/1) Yield: 0.35 g=29% 13C (100 MHz, DMSO-d6) δ 150.17, 147.50, 138.39, 132.09, 130.34, 129.29...